From a dataset of the Open Reaction Database (ORD), a public repository of structured organic reaction records. describe an organic reaction: reactants, conditions, products, and yield Reactants: CCCN, O=Cc1cc(Oc2cccc(NCC3CCCCC3)c2)ccc1[N+](=O)[O-]. The product is CCCNCc1cc(Oc2cccc(NCC3CCCCC3)c2)ccc1[N+](=O)[O-]. As a reaction SMILES: [CH3:1][CH2:2][CH2:3][NH2:4].[CH:5]1([CH2:11][NH:12][c:13]2[cH:14][c:15]([O:16][c:17]3[cH:18][cH:19][c:20]([N+:25](=[O:26])[O-:27])[c:21]([CH:22]=[O:23])[cH:24]3)[cH:28][cH:29][cH:30]2)[CH2:6][CH2:7][CH2:8][CH2:9][CH2:10]1>>[CH3:1][CH2:2][CH2:3][NH:4][CH2:22][c:21]1[c:20]([N+:25](=[O:26])[O-:27])[cH:19][cH:18][c:17]([O:16][c:15]2[cH:14][c:13]([NH:12][CH2:11][CH:5]3[CH2:6][CH2:7][CH2:8][CH2:9][CH2:10]3)[cH:30][cH:29][cH:28]2)[cH:24]1. Starting materials: ClC1=CC(=C(C2=C1C(=C(O2)C)CC#N)N2C(N(C(=CC2=O)C(F)(F)F)C)=O)F (3-(4-chloro-3-cyanomethyl-6-fluoro-2-methylbenzofuran-7-yl)-1-methyl-6-trifluoromethyluracil), O (water). The solvent is S(O)(O)(=O)=O (sulfuric acid). Conditions: temperature 60 celsius, time 2 hour. Yields the product C(N)(=O)CC1=C(OC2=C1C(=CC(=C2N2C(N(C(=CC2=O)C(F)(F)F)C)=O)F)Cl)C (3-(3-carbamoylmethyl-4-chloro-6-fluoro-2-methylbenzofuran-7-yl)-1-methyl-6-trifluoromethyluracil). Isolated yield 75.0%. Reaction SMILES: [Cl:1][C:2]1[C:7]2[C:8]([CH2:12][C:13]#[N:14])=[C:9]([CH3:11])[O:10][C:6]=2[C:5]([N:15]2[C:20](=[O:21])[CH:19]=[C:18]([C:22]([F:25])([F:24])[F:23])[N:17]([CH3:26])[C:16]2=[O:27])=[C:4]([F:28])[CH:3]=1.[OH2:29]>S(=O)(=O)(O)O>[C:13]([CH2:12][C:8]1[C:7]2[C:2]([Cl:1])=[CH:3][C:4]([F:28])=[C:5]([N:15]3[C:20](=[O:21])[CH:19]=[C:18]([C:22]([F:25])([F:24])[F:23])[N:17]([CH3:26])[C:16]3=[O:27])[C:6]=2[O:10][C:9]=1[CH3:11])(=[O:29])[NH2:14]. Reported procedure: 0.50 g (1.2 mmol) of 3-(4-chloro-3-cyanomethyl-6-fluoro-2-methylbenzofuran-7-yl)-1-methyl-6-trifluoromethyluracil was dissolved in 30 ml of 50% sulfuric acid, followed by stirring at 60° C. for 2 hours. After completion of the reaction, the reaction solution was poured into water and extracted with ethyl acetate. The organic layer was washed sequentially with water and a saturated sodium chloride aqueous solution and then, dried over anhydrous magnesium sulfate. The solvent was distilled off und... Reactants: CN1CCN(CCCCN)CC1, Cc1cc(F)c(COc2nsc(NC(=O)Oc3ccccc3)c2C(N)=O)c(F)c1F. The product is Cc1cc(F)c(COc2nsc(NC(=O)NCCCCN3CCN(C)CC3)c2C(N)=O)c(F)c1F. Reaction SMILES: [CH3:31][N:32]1[CH2:33][CH2:34][N:35]([CH2:38][CH2:39][CH2:40][CH2:41][NH2:42])[CH2:36][CH2:37]1.[c:1]1([O:2][C:8]([NH:9][c:10]2[c:11]([C:27]([NH2:28])=[O:29])[c:12]([O:15][CH2:16][c:17]3[c:18]([F:26])[c:19]([F:25])[c:20]([CH3:24])[cH:21][c:22]3[F:23])[n:13][s:14]2)=[O:30])[cH:3][cH:4][cH:5][cH:6][cH:7]1>>[C:8]([NH:9][c:10]1[c:11]([C:27]([NH2:28])=[O:29])[c:12]([O:15][CH2:16][c:17]2[c:18]([F:26])[c:19]([F:25])[c:20]([CH3:24])[cH:21][c:22]2[F:23])[n:13][s:14]1)(=[O:30])[NH:42][CH2:41][CH2:40][CH2:39][CH2:38][N:35]1[CH2:34][CH2:33][N:32]([CH3:31])[CH2:37][CH2:36]1. The reactants are CSC1=CC=C(C(C=O)=C1)O (5-(methylthio)salicylaldehyde), CN(C=O)C (dimethylformamide), C([O-])([O-])=O.[K+].[K+] (potassium carbonate), FC(/C=C/C(=O)OCC)(F)F (ethyl 4,4,4-trifluorocrotonate). Solvent: O (H2O). Run at temperature 65 celsius. Yields the product CSC=1C=CC2=C(C=C(C(O2)C(F)(F)F)C(=O)OCC)C1 (ethyl 6-(methylthio)-2-(trifluoromethyl)-2H-1-benzopyran-3-carboxylate). As a reaction SMILES: [CH3:1][S:2][C:3]1[CH:10]=[C:7]([CH:8]=O)[C:6]([OH:11])=[CH:5][CH:4]=1.CN(C)C=O.C(=O)([O-])[O-].[K+].[K+].[F:23][C:24]([F:33])([F:32])/[CH:25]=[CH:26]/[C:27]([O:29][CH2:30][CH3:31])=[O:28]>O>[CH3:1][S:2][C:3]1[CH:4]=[CH:5][C:6]2[O:11][CH:25]([C:24]([F:23])([F:33])[F:32])[C:26]([C:27]([O:29][CH2:30][CH3:31])=[O:28])=[CH:8][C:7]=2[CH:10]=1 |f:2.3.4|. Reported procedure: 5-Methylthiosalicylaldehyde (Step 1) (2.516 g, 14.96 mmole) was added to dimethylformamide (3.5 mL), potassium carbonate (2.27 g, 16.45 mmole) and ethyl 4,4,4-trifluorocrotonate (3.3 mL, 3.8 g, 22.4 mmole). The mixture was heated to 65° C. for 3 h. The reaction was cooled to room temperature, poured into H2O (50 mL), and extracted with diethyl ether (2×75 mL). The combined ethereal phases were washed with aqueous NaHCO3 solution (3×50 mL), aqueous 2 N HCl solution (3×50 mL), and brine (3×50 mL),... Reactants: COC(=O)C(=Cc1ccc(C#N)cc1OCC(CCC(=O)OCc1ccccc1)NC(=O)OC(C)(C)C)NC(C)=O, Cl, C1COCCO1. Yields the product COC(=O)C(=Cc1ccc(C#N)cc1OCC(N)CCC(=O)OCc1ccccc1)NC(C)=O, Cl. As a reaction SMILES: [C:1]([CH3:2])(=[O:3])[NH:4][C:5]([C:6](=[O:7])[O:8][CH3:9])=[CH:10][c:11]1[c:12]([O:19][CH2:20][CH:21]([CH2:22][CH2:23][C:24](=[O:25])[O:26][CH2:27][c:28]2[cH:29][cH:30][cH:31][cH:32][cH:33]2)[NH:34][C:35]([O:36][C:37]([CH3:38])([CH3:39])[CH3:40])=[O:41])[cH:13][c:14]([C:17]#[N:18])[cH:15][cH:16]1.[ClH:42].[O:43]1[CH2:44][CH2:45][O:46][CH2:47][CH2:48]1>>[C:1]([CH3:2])(=[O:3])[NH:4][C:5]([C:6](=[O:7])[O:8][CH3:9])=[CH:10][c:11]1[c:12]([O:19][CH2:20][CH:21]([CH2:22][CH2:23][C:24](=[O:25])[O:26][CH2:27][c:28]2[cH:29][cH:30][cH:31][cH:32][cH:33]2)[NH2:34])[cH:13][c:14]([C:17]#[N:18])[cH:15][cH:16]1.[ClH:42]. The reactants are [C-]#N.[K+] (potassium cyanide), BrCC1=CC=CC2=C(ON=C21)C2=C(C=C(C=C2)Cl)Cl (7-(bromomethyl)-3-(2,4-dichlorophenyl)-2,1-benzisoxazole), O (water). Run in CS(=O)C (dimethylsulfoxide). Conditions: time 8 hour. Product: ClC1=C(C=CC(=C1)Cl)C=1ON=C2C1C=CC=C2CC#N (3-(2,4-Dichlorophenyl)-2,1-benzisoxazole-7-acetonitrile). Isolated yield 33.0%. RXN SMILES: [C-:1]#[N:2].[K+].Br[CH2:5][C:6]1[C:14]2[C:10](=[C:11]([C:15]3[CH:20]=[CH:19][C:18]([Cl:21])=[CH:17][C:16]=3[Cl:22])[O:12][N:13]=2)[CH:9]=[CH:8][CH:7]=1.O>CS(C)=O>[Cl:22][C:16]1[CH:17]=[C:18]([Cl:21])[CH:19]=[CH:20][C:15]=1[C:11]1[O:12][N:13]=[C:14]2[C:6]([CH2:5][C:1]#[N:2])=[CH:7][CH:8]=[CH:9][C:10]=12 |f:0.1|. Reported procedure: To a slurry of 1.8 g (0.028 mole) of potassium cyanide in 80 ml of dimethylsulfoxide at 60° C. was added 9.7 g (0.027 mole) of 7-(bromomethyl)-3-(2,4-dichlorophenyl)-2,1-benzisoxazole. The mixture was heated at 50°-60° C. for 3 hr, poured into 1 liter of water and let stand overnight. The resulting solid was collected by filtration, washed with water and dried to give 7.6 g of crude tan solid. The solid was chromatographed on 160 g of silica gel to give 2.7 g of solid. The solid was recrystalliz...